Dataset: the Open Reaction Database (ORD), a public repository of structured organic reaction records. Task: describe an organic reaction: reactants, conditions, products, and yield Starting materials: O=C1CCC(=O)N1Br, Cc1ccc(C(=O)O)c2ccccc12, ClC(Cl)(Cl)Cl, CC(C)(C#N)N=NC(C)(C)C#N. Yields the product O=C(O)c1ccc(CBr)c2ccccc12. As a reaction SMILES: [Br:15][N:16]1[C:17](=[O:18])[CH2:19][CH2:20][C:21]1=[O:22].[CH3:1][c:2]1[cH:3][cH:4][c:5]([C:12](=[O:13])[OH:14])[c:6]2[cH:7][cH:8][cH:9][cH:10][c:11]12.[Cl:35][C:36]([Cl:37])([Cl:38])[Cl:39].[N:23]#[C:24][C:25]([N:26]=[N:27][C:28]([C:29]#[N:30])([CH3:31])[CH3:32])([CH3:33])[CH3:34]>>[CH2:1]([c:2]1[cH:3][cH:4][c:5]([C:12](=[O:13])[OH:14])[c:6]2[cH:7][cH:8][cH:9][cH:10][c:11]12)[Br:15]. The reactants are [I-].[C@@H]1(C[C@H](O)[C@@H](CO)O1)N1C(=O)NC(=O)C(C)=C1 (thymidine iodide), N1C=NC=C1 (imidazole), C(C)(C)(C)[Si](C)(C)Cl (tert-butyldimethyl silyl chloride). The solvent is CN(C)C=O (DMF), C(C)(=O)OCC (ethyl acetate). Run at time 4 hour. Yields the product [Si](C)(C)(C(C)(C)C)O[C@H]1C[C@@H](O[C@@H]1CI)N1C(=O)NC(=O)C(C)=C1 (3'-O-t-butyldimethylsilyl-5'-iodo-5'-deoxythymidine). Isolated yield 92.0%. Reaction SMILES: [I-:1].[C@@H:2]1([N:10]2[CH:18]=[C:16]([CH3:17])[C:14](=[O:15])[NH:13][C:11]2=[O:12])[O:9][C@H:6]([CH2:7]O)[C@@H:4]([OH:5])[CH2:3]1.N1C=CN=C1.[C:24]([Si:28](Cl)([CH3:30])[CH3:29])([CH3:27])([CH3:26])[CH3:25]>CN(C=O)C.C(OCC)(=O)C>[Si:28]([O:5][C@@H:4]1[C@@H:6]([CH2:7][I:1])[O:9][C@@H:2]([N:10]2[CH:18]=[C:16]([CH3:17])[C:14](=[O:15])[NH:13][C:11]2=[O:12])[CH2:3]1)([C:24]([CH3:27])([CH3:26])[CH3:25])([CH3:30])[CH3:29] |f:0.1|. Reported procedure: To a stirred solution of the thymidine iodide (8.0 g, 24.7 mmol) prepared according to the method of Example 24 in dry DMF, was added imidazole (4.2 g, 61.7 mmol). After 5 minutes tert-butyldimethyl silyl chloride (4.47 g, 29.64 mmol) was added and the mixture stirred for 4 hours. The reaction mixture was then diluted with ethyl acetate (250 ml), washed with water (2×100 ml) and brine (50 ml) and then dried with sodium sulfate. The title compound was purified by flash chromatography using 60% et... Reactants: CC1=CC=CC(=N1)NC=1SC=CC1C(=O)N (2-[(6-methylpyridin-2-yl)amino]thiophene-3-carboxamide), IN1C(CCC1=O)=O (N-iodosuccinimide). Run in CN(C=O)C (dimethylformamide), ClCCl (dichloromethane), C(C)(=O)OCC (ethyl acetate), hexanes, C([O-])(O)=O.[Na+] (sodium bicarbonate). Product: IC1=CC(=C(S1)NC1=NC(=CC=C1)C)C(=O)N (5-Iodo-2-[(6-methylpyridin-2-yl)amino]thiophene-3-carboxamide). RXN SMILES: [CH3:1][C:2]1[N:7]=[C:6]([NH:8][C:9]2[S:10][CH:11]=[CH:12][C:13]=2[C:14]([NH2:16])=[O:15])[CH:5]=[CH:4][CH:3]=1.[I:17]N1C(=O)CCC1=O>CN(C)C=O.ClCCl.C(OCC)(=O)C.C(=O)(O)[O-].[Na+]>[I:17][C:11]1[S:10][C:9]([NH:8][C:6]2[CH:5]=[CH:4][CH:3]=[C:2]([CH3:1])[N:7]=2)=[C:13]([C:14]([NH2:16])=[O:15])[CH:12]=1 |f:5.6|. Procedure details: To a solution of 2-[(6-methylpyridin-2-yl)amino]thiophene-3-carboxamide (2.8 g, 12.0 mmol) in dimethylformamide (40 mL) and dichloromethane (80 mL) was added slowly N-iodosuccinimide (1.060 g, 4.71 mmol). After twenty minutes, the reaction mixture was diluted with ethyl acetate (400 mL), hexanes (40 mL), and saturated aqueous sodium bicarbonate (100 mL) and filtered through a Buchner funnel. The layers of the filtrate were separated, and the organic layer was washed with water (3×100 mL, filteri... Starting materials: C1(=CC=CC=C1)C#CCO (1-Phenyl-1-propyn-3-ol), S(=O)(=O)(C1=CC=C(C)C=C1)Cl (tosyl chloride), ice water. Solvent: N1=CC=CC=C1 (pyridine). Product: C1(=CC=CC=C1)C#CCCl (3-phenyl-2-propynyl chloride). The yield is 63.0%. As a reaction SMILES: [C:1]1([C:7]#[C:8][CH2:9]O)[CH:6]=[CH:5][CH:4]=[CH:3][CH:2]=1.S([Cl:21])(C1C=CC(C)=CC=1)(=O)=O>N1C=CC=CC=1>[C:1]1([C:7]#[C:8][CH2:9][Cl:21])[CH:6]=[CH:5][CH:4]=[CH:3][CH:2]=1. Procedure: 1-Phenyl-1-propyn-3-ol (5 g), 5.1 g of tosyl chloride and 20 ml of pyridine were stirred at room temperature for 1 hour. The reaction mixture was poured into 100 ml of ice water and extracted with ethyl acetate. The oil layer was washed with 1 N hydrochloric acid and saturated brine and dried over anhydrous sodium sulfate. The solvent was distilled away. The residue was purified by silica gel column chromatography (ethyl acetate:hexane 1:5) to give 2.54 g of 3-phenyl-2-propynyl chloride as a pal... The yield is 98.3%. Reaction conditions: temperature 79 celsius. Reactants: C(C)(=O)OC1=CC=C(C=C1)C1=CC=C(C=C1)C(=O)O (4′-acetoxybiphenyl-4-carboxylic acid), S(=O)(Cl)Cl (thionyl chloride). Reported procedure: 59.8 g (233.4 mmol) of 4′-acetoxybiphenyl-4-carboxylic acid and 278 g (2.33 mol) of purified thionyl chloride were placed in a reactor and refluxed under heat (79° C.) for 4 hours. Thionyl chloride was distilled off under atmospheric pressure, 150 ml of toluene was added, and toluene and thionyl chloride were distilled off under reduced pressure, to give 63 g of an end compound (yield498%). The product is C(C)(=O)OC1=CC=C(C=C1)C1=CC=C(C=C1)C(=O)Cl (4′-acetoxybiphenyl-4-carbonyl chloride). Reaction SMILES: [C:1]([O:4][C:5]1[CH:10]=[CH:9][C:8]([C:11]2[CH:16]=[CH:15][C:14]([C:17]([OH:19])=O)=[CH:13][CH:12]=2)=[CH:7][CH:6]=1)(=[O:3])[CH3:2].S(Cl)([Cl:22])=O>>[C:1]([O:4][C:5]1[CH:10]=[CH:9][C:8]([C:11]2[CH:16]=[CH:15][C:14]([C:17]([Cl:22])=[O:19])=[CH:13][CH:12]=2)=[CH:7][CH:6]=1)(=[O:3])[CH3:2]. Reactants: CC1(C)OB(c2cnc(Cl)c(NS(=O)(=O)c3ccc(F)cc3)c2)OC1(C)C, Clc1ccnc2cccnc12, [Na+], [Na+], O=C([O-])[O-], C1COCCO1, O, c1ccc(P(c2ccccc2)(c2ccccc2)[Pd](P(c2ccccc2)(c2ccccc2)c2ccccc2)(P(c2ccccc2)(c2ccccc2)c2ccccc2)P(c2ccccc2)(c2ccccc2)c2ccccc2)cc1. The product is O=S(=O)(Nc1cc(-c2ccnc3cccnc23)cnc1Cl)c1ccc(F)cc1. As a reaction SMILES: [Cl:12][c:13]1[n:14][cH:15][c:16]([B:30]2[O:31][C:32]([CH3:33])([CH3:34])[C:35]([CH3:36])([CH3:37])[O:38]2)[cH:17][c:18]1[NH:19][S:20](=[O:21])(=[O:22])[c:23]1[cH:24][cH:25][c:26]([F:29])[cH:27][cH:28]1.[Cl:1][c:2]1[cH:3][cH:4][n:5][c:6]2[cH:7][cH:8][cH:9][n:10][c:11]12.[Na+:39].[Na+:40].[O-:41][C:42](=[O:43])[O-:44].[O:45]1[CH2:46][CH2:47][O:48][CH2:49][CH2:50]1.[OH2:51].[cH:52]1[cH:53][cH:54][c:55]([P:56]([Pd:57]([P:58]([c:59]2[cH:60][cH:61][cH:62][cH:63][cH:64]2)([c:65]2[cH:66][cH:67][cH:68][cH:69][cH:70]2)[c:71]2[cH:72][cH:73][cH:74][cH:75][cH:76]2)([P:77]([c:78]2[cH:79][cH:80][cH:81][cH:82][cH:83]2)([c:84]2[cH:85][cH:86][cH:87][cH:88][cH:89]2)[c:90]2[cH:91][cH:92][cH:93][cH:94][cH:95]2)[P:96]([c:97]2[cH:98][cH:99][cH:100][cH:101][cH:102]2)([c:103]2[cH:104][cH:105][cH:106][cH:107][cH:108]2)[c:109]2[cH:110][cH:111][cH:112][cH:113][cH:114]2)([c:115]2[cH:116][cH:117][cH:118][cH:119][cH:120]2)[c:121]2[cH:122][cH:123][cH:124][cH:125][cH:126]2)[cH:127][cH:128]1>>[c:2]1(-[c:16]2[cH:15][n:14][c:13]([Cl:12])[c:18]([NH:19][S:20](=[O:21])(=[O:22])[c:23]3[cH:24][cH:25][c:26]([F:29])[cH:27][cH:28]3)[cH:17]2)[cH:3][cH:4][n:5][c:6]2[cH:7][cH:8][cH:9][n:10][c:11]12. Reactants: IC=1C=C(C(=O)N(C)OC)C=CC1 (3-iodo-N-methoxy-N-methyl-benzamide), [Li]CCCC (BuLi), CCCCCC (hexane), BrC=1C=C2C(=CC(=NC2=CC1)OC)C1=CC(=CC=C1)Cl (6-bromo-4-(3-chlorophenyl)-2-methoxy-quinoline), ice water. The yield is 120.5%. Run in CCOC(=O)C (EtOAc), C1CCOC1 (THF), C1CCOC1 (THF). As a reaction SMILES: [Li]CCCC.CCCCCC.Br[C:13]1[CH:14]=[C:15]2[C:20](=[CH:21][CH:22]=1)[N:19]=[C:18]([O:23][CH3:24])[CH:17]=[C:16]2[C:25]1[CH:30]=[CH:29][CH:28]=[C:27]([Cl:31])[CH:26]=1.[I:32][C:33]1[CH:34]=[C:35]([CH:42]=[CH:43][CH:44]=1)[C:36](N(OC)C)=[O:37]>C1COCC1.CCOC(C)=O>[Cl:31][C:27]1[CH:26]=[C:25]([C:16]2[C:15]3[C:20](=[CH:21][CH:22]=[C:13]([C:36]([C:35]4[CH:42]=[CH:43][CH:44]=[C:33]([I:32])[CH:34]=4)=[O:37])[CH:14]=3)[N:19]=[C:18]([O:23][CH3:24])[CH:17]=2)[CH:30]=[CH:29][CH:28]=1. Procedure details: BuLi 1.6M in hexane (0.0334 mol) was added dropwise at −70° C. to a solution of 6-bromo-4-(3-chlorophenyl)-2-methoxy-quinoline (0.0304 mol) in THF (100 ml), under N2 flow. The mixture was stirred at −70° C. for 10 minutes. A solution of 3-iodo-N-methoxy-N-methyl-benzamide (0.0274 mol) in THF (40 ml) was added dropwise. The mixture was stirred at −70° C. for 1 hour and poured out into ice water. EtOAc was added. The organic layer was separated, dried (MgSO4), filtered, and the solvent was evapora... Reaction conditions: temperature -70 celsius, time 10 minute. Yields the product ClC=1C=C(C=CC1)C1=CC(=NC2=CC=C(C=C12)C(=O)C1=CC(=CC=C1)I)OC ([4-(3-chlorophenyl)-2-methoxy-6-quinolinyl](3-iodophenyl)-methanone). Starting materials: solution, Cl (hydrogen chloride), C(=O)(OC(C)(C)C)N[C@H](C)C(=O)NCC(=O)OC (methyl Boc-D-alanylglycinate). Run in O1CCOCC1 (dioxane), C(C)(=O)O (acetic acid). Product: Cl.CN[C@H](C)C(=O)NCC(=O)O (methyl-D-alanylglycinate hydrochloride). RXN SMILES: [C:1]([NH:8][C@@H:9]([C:11]([NH:13][CH2:14][C:15]([O:17]C)=[O:16])=[O:12])[CH3:10])(OC(C)(C)C)=O.[ClH:19]>C(O)(=O)C.O1CCOCC1>[ClH:19].[CH3:1][NH:8][C@@H:9]([C:11]([NH:13][CH2:14][C:15]([OH:17])=[O:16])=[O:12])[CH3:10] |f:4.5|. Reported procedure: 26.0 Grams of methyl Boc-D-alanylglycinate is dissolved in 340 ml of acetic acid, and 170 ml of a 6 N solution of hydrogen chloride in dioxane is added to the solution. The reaction mixture is allowed to stand for ten minutes and then the solvent is removed under vacuum. The residue is triturated with diethyl ether. The resulting white precipitate is filtered and washed with diethyl ether to afford methyl-D-alanylglycinate hydrochloride. Starting materials: CCC(=O)Cl, CC#N, [H-], [Na+], O=[N+]([O-])N=C1NCCCN1CC1CCOC1. The product is CCC(=O)N1CCCN(CC2CCOC2)C1=N[N+](=O)[O-]. Reaction SMILES: [C:19]([CH2:20][CH3:21])(=[O:22])[Cl:23].[CH3:24][C:25]#[N:26].[H-:17].[Na+:18].[O:1]1[CH2:2][CH:3]([CH2:6][N:7]2[C:8](=[N:13][N+:14](=[O:15])[O-:16])[NH:9][CH2:10][CH2:11][CH2:12]2)[CH2:4][CH2:5]1>>[O:1]1[CH2:2][CH:3]([CH2:6][N:7]2[C:8](=[N:13][N+:14](=[O:15])[O-:16])[N:9]([C:19]([CH2:20][CH3:21])=[O:22])[CH2:10][CH2:11][CH2:12]2)[CH2:4][CH2:5]1.